From a dataset of the Open Reaction Database (ORD), a public repository of structured organic reaction records. describe an organic reaction: reactants, conditions, products, and yield Reactants: C1(=CC=CC=C1)CCCN (3-phenylpropan-1-amine), C1N(CC=2C=NC=CC21)C(=O)N[C@@H]2C[C@H](C2)C(=O)O (trans-3-(2,3-dihydro-1H-pyrrolo[3,4-c]pyridine-2-carboxamido)cyclobutanecarboxylic acid), C1N(CC2=CC=CC=C12)C(=O)NC1=CC=C(C(=O)O)C=C1 (4-(isoindoline-2-carboxamido)benzoic acid). Product: C(C1=CC=CC=C1)NC(=O)[C@@H]1C[C@H](C1)NC(=O)N1CC=2C=NC=CC2C1 (N-[trans-3-(benzylcarbamoyl)cyclobutyl]-1,3-dihydro-2H-pyrrolo[3,4-c]pyridine-2-carboxamide). Reaction SMILES: C1(CCCN)C=CC=CC=1.[CH2:11]1[C:19]2[CH:18]=[CH:17][N:16]=[CH:15][C:14]=2[CH2:13][N:12]1[C:20]([NH:22][C@H:23]1[CH2:26][C@H:25]([C:27]([OH:29])=O)[CH2:24]1)=[O:21].[CH2:30]1[C:38]2[C:33](=[CH:34][CH:35]=[CH:36][CH:37]=2)C[N:31]1C(NC1C=CC(C(O)=O)=CC=1)=O>>[CH2:30]([NH:31][C:27]([C@H:25]1[CH2:24][C@H:23]([NH:22][C:20]([N:12]2[CH2:11][C:19]3[CH:18]=[CH:17][N:16]=[CH:15][C:14]=3[CH2:13]2)=[O:21])[CH2:26]1)=[O:29])[C:38]1[CH:33]=[CH:34][CH:35]=[CH:36][CH:37]=1. Procedure: The title compound was prepared as described in Example 1C, substituting benzylamine for 3-phenylpropan-1-amine and trans-3-(2,3-dihydro-1H-pyrrolo[3,4-c]pyridine-2-carboxamido)cyclobutanecarboxylic acid for 4-(isoindoline-2-carboxamido)benzoic acid. 1H NMR (400 MHz, DMSO-d6) δ ppm 8.56 (s, 1H), 8.47 (d, J=5.0 Hz, 1H), 8.26 (t, J=5.9 Hz, 1H), 7.39 (d, J=5.1 Hz, 1H), 7.36-7.28 (m, 2H), 7.27-7.20 (m, 3H), 6.60 (d, J=7.6 Hz, 1H), 4.65-4.59 (m, 4H), 4.45-4.29 (m, 1H), 4.28 (d, J=5.9 Hz, 2H), 2.96-2.... Product: C(C1=CC=CC=C1)N1C(N(C(C2=C1NN=C2NC)=O)CCC)=O (7-Benzyl-3-methylamino-5-propylpyrazolo[3,4-d]pyrimidine-4,6(5H,7H)-dione). The reactants are C(C1=CC=CC=C1)N1C(=O)N(C(=O)C=C1NN)CCC (1-benzyl-6-hydrazino-3-propyluracil), CN=C=S (methyl isothiocyanate), C(C)O (Ethanol). RXN SMILES: [CH2:1]([N:8]1[C:15]([NH:16][NH2:17])=[CH:14][C:12](=[O:13])[N:11]([CH2:18][CH2:19][CH3:20])[C:9]1=[O:10])[C:2]1[CH:7]=[CH:6][CH:5]=[CH:4][CH:3]=1.[CH3:21][N:22]=[C:23]=S.C(O)C>CN(C=O)C>[CH2:1]([N:8]1[C:15]2[NH:16][N:17]=[C:21]([NH:22][CH3:23])[C:14]=2[C:12](=[O:13])[N:11]([CH2:18][CH2:19][CH3:20])[C:9]1=[O:10])[C:2]1[CH:3]=[CH:4][CH:5]=[CH:6][CH:7]=1. Procedure details: A solution of 1-benzyl-6-hydrazino-3-propyluracil (2.0 g, 7.3 mM) and methyl isothiocyanate (1.5 ml, 22 mM) in DMF (20 ml) was stirred at 120° C. for 20 hours. Ethanol (20 ml) was added to the solution, which was cooled to give crystals. Recrystallization from DMF/ethanol gave colorless needles (1.6 g, 70%), m.p. 307°-310° C. Solvent: CN(C)C=O (DMF). The yield is 70.0%.